From a dataset of the Open Reaction Database (ORD), a public repository of structured organic reaction records. describe an organic reaction: reactants, conditions, products, and yield Reactants: FC=1C=C(C=O)C=C(C1F)F (3,4,5-trifluorobenzaldehyde), ClC1=NC=CC(=C1)O (2-chloropyridin-4-ol). Yields the product ClC1=NC=CC(=C1)OC1=C(C=C(C=O)C=C1F)F (4-((2-chloropyridin-4-yl)oxy)-3,5-difluorobenzaldehyde). Reaction SMILES: [F:1][C:2]1[CH:3]=[C:4]([CH:7]=[C:8]([F:11])[C:9]=1F)[CH:5]=[O:6].[Cl:12][C:13]1[CH:18]=[C:17]([OH:19])[CH:16]=[CH:15][N:14]=1>>[Cl:12][C:13]1[CH:18]=[C:17]([O:19][C:9]2[C:8]([F:11])=[CH:7][C:4]([CH:5]=[O:6])=[CH:3][C:2]=2[F:1])[CH:16]=[CH:15][N:14]=1. Reported procedure: The title compound was prepared by a procedure similar to that described for D30 starting from 3,4,5-trifluorobenzaldehyde and 2-chloropyridin-4-ol.